From a dataset of the Open Reaction Database (ORD), a public repository of structured organic reaction records. describe an organic reaction: reactants, conditions, products, and yield Starting materials: [F-].[Cs+] (caesium fluoride), C(CCC)[Sn](C#CC)(CCCC)CCCC (tributyl(prop-1-ynyl)stannane), BrC1=CC(=C(C(=C1)C)C=1C(C(CC1OC)CC1=CC=C(C(=N1)NC)C#N)=O)C (6-[[3-(4-bromo-2,6-dimethyl-phenyl)-4-methoxy-2-oxo-cyclopent-3-en-1-yl]methyl]-2-(methylamino)pyridine-3-carbonitrile), [F-].[Cs+] (caesium fluoride), C(CCC)[Sn](C#CC)(CCCC)CCCC (tributyl(prop-1-ynyl)stannane), CN(C=O)C (N,N-dimethylformamide). Reagents/catalysts: [Cu]I (copper(I) iodide), C1=CC=C(C=C1)[PH+](C2=CC=CC=C2)[C]3[CH][CH][CH][CH]3.C1=CC=C(C=C1)[PH+](C2=CC=CC=C2)[C]3[CH][CH][CH][CH]3.C(Cl)Cl.Cl[Pd]Cl.[Fe] (dichloro[1,1′-bis(diphenylphosphino)ferrocene]palladium(II) dichloromethane adduct), [Cu]I (copper(I) iodide), C1=CC=C(C=C1)[PH+](C2=CC=CC=C2)[C]3[CH][CH][CH][CH]3.C1=CC=C(C=C1)[PH+](C2=CC=CC=C2)[C]3[CH][CH][CH][CH]3.C(Cl)Cl.Cl[Pd]Cl.[Fe] (dichloro[1,1′-bis(diphenylphosphino)ferrocene]palladium(II) dichloromethane adduct). The solvent is O (water), C(C)OCC (diethyl ether). Conditions: temperature 120 celsius. The product is CC1=C(C(=CC(=C1)C#CC)C)C=1C(C(CC1OC)CC1=CC=C(C(=N1)NC)C#N)=O (6-[[3-(2,6-dimethyl-4-prop-1-ynyl-phenyl)-4-methoxy-2-oxo-cyclopent-3-en-1-yl]methyl]-2-(methylamino)pyridine-3-carbonitrile). The yield is 23.6%. Reaction SMILES: Br[C:2]1[CH:7]=[C:6]([CH3:8])[C:5]([C:9]2[C:10](=[O:27])[CH:11]([CH2:16][C:17]3[N:22]=[C:21]([NH:23][CH3:24])[C:20]([C:25]#[N:26])=[CH:19][CH:18]=3)[CH2:12][C:13]=2[O:14][CH3:15])=[C:4]([CH3:28])[CH:3]=1.[F-].[Cs+].[CH2:31]([Sn](CCCC)(CCCC)C#CC)[CH2:32][CH2:33]C.CN(C)C=O>O.C(OCC)C.[Cu]I.C1C=CC([PH+]([C]2[CH][CH][CH][CH]2)C2C=CC=CC=2)=CC=1.C1C=CC([PH+]([C]2[CH][CH][CH][CH]2)C2C=CC=CC=2)=CC=1.C(Cl)Cl.Cl[Pd]Cl.[Fe]>[CH3:8][C:6]1[CH:7]=[C:2]([C:31]#[C:32][CH3:33])[CH:3]=[C:4]([CH3:28])[C:5]=1[C:9]1[C:10](=[O:27])[CH:11]([CH2:16][C:17]2[N:22]=[C:21]([NH:23][CH3:24])[C:20]([C:25]#[N:26])=[CH:19][CH:18]=2)[CH2:12][C:13]=1[O:14][CH3:15] |f:1.2,8.9.10.11.12,^1:64,65,66,67,68,82,83,84,85,86|. Reported procedure: A microwave vial was charged with 6-[[3-(4-bromo-2,6-dimethyl-phenyl)-4-methoxy-2-oxo-cyclopent-3-en-1-yl]methyl]-2-(methylamino)pyridine-3-carbonitrile (150 mg, 0.34 mmol), caesium fluoride (CsF, 104 mg, 0.68 mmol), copper(I) iodide (CuI, 13 mg, 0.068 mmol), dichloro[1,1′-bis(diphenylphosphino)ferrocene]palladium(II) dichloromethane adduct (37 mg, 0.05 mmol), tributyl(prop-1-ynyl)stannane (125 mg, 0.41 mmol) and N,N-dimethylformamide (1.5 ml), sealed and heated at 120°C. under microwave irradia... Reactants: OCc1cnc(SCc2ccccc2)s1, ClCCl, O, O=S(Cl)Cl. Product: ClCc1cnc(SCc2ccccc2)s1. RXN SMILES: [CH2:1]([c:2]1[cH:3][cH:4][cH:5][cH:6][cH:7]1)[S:8][c:9]1[s:10][c:11]([CH2:14][OH:15])[cH:12][n:13]1.[Cl:21][CH2:22][Cl:23].[OH2:20].[S:16]([Cl:17])([Cl:18])=[O:19]>>[CH2:1]([c:2]1[cH:3][cH:4][cH:5][cH:6][cH:7]1)[S:8][c:9]1[s:10][c:11]([CH2:14][Cl:18])[cH:12][n:13]1. Reactants: NC=1C=CC(=C(C1)[C@]1(N=C(OC(C1(F)F)(C)C)N)C)F ((R)-4-(5-amino-2-fluoro-phenyl)-5,5-difluoro-4,6,6-trimethyl-5,6-dihydro-4H-[1,3]oxazin-2-ylamine), FC(C=1C=NC(=NC1)C(=O)O)(F)F (5-trifluoromethyl-pyrimidine-2-carboxylic acid). The product is NC=1OC(C([C@@](N1)(C)C=1C=C(C=CC1F)NC(=O)C1=NC=C(C=N1)C(F)(F)F)(F)F)(C)C (5-Trifluoromethyl-pyrimidine-2-carboxylic acid [3-((R)-2-amino-5,5-difluoro-4,6,6-trimethyl-5,6-dihydro-4H-[1,3]oxazin-4-yl)-4-fluoro-phenyl]-amide). As a reaction SMILES: [NH2:1][C:2]1[CH:3]=[CH:4][C:5]([F:20])=[C:6]([C@:8]2([CH3:19])[C:13]([F:15])([F:14])[C:12]([CH3:17])([CH3:16])[O:11][C:10]([NH2:18])=[N:9]2)[CH:7]=1.[F:21][C:22]([F:33])([F:32])[C:23]1[CH:24]=[N:25][C:26]([C:29](O)=[O:30])=[N:27][CH:28]=1>>[NH2:18][C:10]1[O:11][C:12]([CH3:16])([CH3:17])[C:13]([F:14])([F:15])[C@:8]([C:6]2[CH:7]=[C:2]([NH:1][C:29]([C:26]3[N:25]=[CH:24][C:23]([C:22]([F:32])([F:21])[F:33])=[CH:28][N:27]=3)=[O:30])[CH:3]=[CH:4][C:5]=2[F:20])([CH3:19])[N:9]=1. Procedure: The condensation of (R)-4-(5-amino-2-fluoro-phenyl)-5,5-difluoro-4,6,6-trimethyl-5,6-dihydro-4H-[1,3]oxazin-2-ylamine (intermediate XI-2) and 5-trifluoromethyl-pyrimidine-2-carboxylic acid following procedure I yielded the title compound as a white foam. MS (ISP): m/z=462.2 [M+H]+.